Dataset: the Open Reaction Database (ORD), a public repository of structured organic reaction records. Task: describe an organic reaction: reactants, conditions, products, and yield The reactants are Cc1csc(C2(C(=O)O)CCCC2)c1Cl, CN(C)C=O, O=S(Cl)Cl. The product is Cc1csc(C2(C(=O)Cl)CCCC2)c1Cl. Reaction SMILES: [Cl:5][c:6]1[c:7]([C:12]2([C:17](=[O:18])[OH:19])[CH2:13][CH2:14][CH2:15][CH2:16]2)[s:8][cH:9][c:10]1[CH3:11].[O:20]=[CH:21][N:22]([CH3:23])[CH3:24].[S:1]([Cl:2])([Cl:3])=[O:4]>>[Cl:3][C:17]([C:12]1([c:7]2[c:6]([Cl:5])[c:10]([CH3:11])[cH:9][s:8]2)[CH2:13][CH2:14][CH2:15][CH2:16]1)=[O:19]. Reactants: BrC1=C(C=C(C(=O)O)C=C1)O (4-bromo-3-hydroxybenzoic acid), CN(C)C=O (DMF), [H-].[Na+] (NaH), C(C1=CC=CC=C1)Br (benzyl bromide), CN(C)C=O (DMF). The solvent is C1CCOC1 (THF), C1CCOC1 (THF), C1CCOC1 (THF), CCOC(=O)C.CCCCCC (EtOAc hexane). Reaction conditions: temperature 9.5 celsius, time 30 minute. Product: C(C1=CC=CC=C1)OC=1C=C(C(=O)OCC2=CC=CC=C2)C=CC1Br (3-Benzyloxy-4-bromobenzoic acid, benzyl ester). Yield: 71.5%. As a reaction SMILES: [H-].[Na+].[Br:3][C:4]1[CH:12]=[CH:11][C:7]([C:8]([OH:10])=O)=[CH:6][C:5]=1[OH:13].[CH2:14](Br)[C:15]1[CH:20]=[CH:19][CH:18]=[CH:17][CH:16]=1.CN([CH:25]=[O:26])C>C1COCC1.CCOC(C)=O.CCCCCC>[CH2:14]([O:13][C:5]1[CH:6]=[C:7]([CH:11]=[CH:12][C:4]=1[Br:3])[C:8]([O:26][CH2:25][C:4]1[CH:12]=[CH:11][CH:7]=[CH:6][CH:5]=1)=[O:10])[C:15]1[CH:20]=[CH:19][CH:18]=[CH:17][CH:16]=1 |f:0.1,6.7|. Procedure: To a stirred suspension of NaH (10.47 g, 60% by wt, 0.2616 mol) in THF (1.40 L), at 13.1° C. under argon, was added a solution of 4-bromo-3-hydroxybenzoic acid (28.11 g, 0.130 mol) in THF (400 ml) over 1.25 h maintaining the internal temperature in the range 4-15° C. After 1.5 h a solution of benzyl bromide (44.3 g, 0.2591 mol) in THF (70 ml) was added over 0.5 h. To the resulting suspension was added DMF (500 ml) and the mixture allowed to warm to room temperature. After a further 15 h extra DM... The reactants are C1(CC1)NS(=O)(=O)C1=CC(=C(C=C1)F)[N+](=O)[O-] (N-cyclopropyl-4-fluoro-3-nitrobenzenesulfonamide). The reagents and catalysts are [Pd] (Pd/C). Solvent: CCO (EtOH). Yields the product C1(CC1)NS(=O)(=O)C1=CC(=C(C=C1)F)N (N-cyclopropyl-4-fluoro-3-aminobenzenesulfonamide). Isolated yield 95.5%. RXN SMILES: [CH:1]1([NH:4][S:5]([C:8]2[CH:13]=[CH:12][C:11]([F:14])=[C:10]([N+:15]([O-])=O)[CH:9]=2)(=[O:7])=[O:6])[CH2:3][CH2:2]1>CCO.[Pd]>[CH:1]1([NH:4][S:5]([C:8]2[CH:13]=[CH:12][C:11]([F:14])=[C:10]([NH2:15])[CH:9]=2)(=[O:7])=[O:6])[CH2:3][CH2:2]1. Procedure: The mixture of N-cyclopropyl-4-fluoro-3-nitrobenzenesulfonamide (520 mg, 2 mmol) and Pd/C (10%, 100 mg) in EtOH was hydrogenated (1 atm) overnight. The mixture was filtered through a short pad of celite and concentrated in vacuo to afford N-cyclopropyl-4-fluoro-3-aminobenzenesulfonamide (440 mg, 95%) as an ivory solid. LC/MS; (M+H)+=231. The reactants are COC(CC1(OCCC2=C1NC1=C(C(=CC=C21)F)CC=C)CC)=O (8-Allyl-1-ethyl-7-fluoro-1,3,4,9-tetrahydropyrano[3,4-b]indole-1-acetic acid methyl ester), CC1(CCCC(N1[O])(C)C)C.F[B-](F)(F)F (TEMPO BF4), CC#N.O (CH3CN H2O), CC#N.O (CH3CN H2O). Conditions: time 2 hour. The product is COC(CC1(OCC(C2=C1NC1=C(C(=CC=C21)F)CC=C)=O)CC)=O (8-Allyl-1-ethyl-7-fluoro-4-oxo-1,3,4,9-tetrahydropyrano[3,4-b]indole-1-acetic acid methyl ester). RXN SMILES: [CH3:1][O:2][C:3](=[O:24])[CH2:4][C:5]1([CH2:22][CH3:23])[C:10]2[NH:11][C:12]3[C:17]([C:9]=2[CH2:8][CH2:7][O:6]1)=[CH:16][CH:15]=[C:14]([F:18])[C:13]=3[CH2:19][CH:20]=[CH2:21].CC1(C)N([O])C(C)(C)CCC1.F[B-](F)(F)F.CC#N.[OH2:44]>>[CH3:1][O:2][C:3](=[O:24])[CH2:4][C:5]1([CH2:22][CH3:23])[C:10]2[NH:11][C:12]3[C:17]([C:9]=2[C:8](=[O:44])[CH2:7][O:6]1)=[CH:16][CH:15]=[C:14]([F:18])[C:13]=3[CH2:19][CH:20]=[CH2:21] |f:1.2,3.4,^1:28|. Procedure details: A solution of the ester (0.21 g, 0.63 mmol, prepared as described in Step A), in 10 ml of CH3CN--H2O(9:1, v/v) was added dropwise to a stirred solution of TEMPO-BF4 in 10 ml CH3CN--H2O (9:1, v/v). Stirring was continued for 2 h and the reaction mixture was concentrated in vacuo. The residue was partitioned between Et2O and H2O. The organic phase was washed with brine and dried (Na2 SO4). Removal of solvent provides a yellow oil which was purified by flash chromatography (silica gel, hexane-EtOAc... Reactants: ClC1=NC2=CC(=CC(=C2C(=C1C)Cl)F)F (2,4-dichloro-5,7-difluoro-3-methylquinoline), COC1=NC(=CC=C1)[Sn](CCCC)(CCCC)CCCC (2-methoxy-6-(tributylstannyl)pyridine). Product: ClC1=C(C(=NC2=CC(=CC(=C12)F)F)C1=NC(=CC=C1)OC)C (4-chloro-5,7-difluoro-2-(6-methoxypyridin-2-yl)-3-methylquinoline). Reaction SMILES: Cl[C:2]1[C:11]([CH3:12])=[C:10]([Cl:13])[C:9]2[C:4](=[CH:5][C:6]([F:15])=[CH:7][C:8]=2[F:14])[N:3]=1.[CH3:16][O:17][C:18]1[CH:23]=[CH:22][CH:21]=[C:20]([Sn](CCCC)(CCCC)CCCC)[N:19]=1>>[Cl:13][C:10]1[C:9]2[C:4](=[CH:5][C:6]([F:15])=[CH:7][C:8]=2[F:14])[N:3]=[C:2]([C:20]2[CH:21]=[CH:22][CH:23]=[C:18]([O:17][CH3:16])[N:19]=2)[C:11]=1[CH3:12]. Procedure: Prepared according to Procedure E using 2,4-dichloro-5,7-difluoro-3-methylquinoline (250 mg, 1.01 mmol) and 2-methoxy-6-(tributylstannyl)pyridine to give 4-chloro-5,7-difluoro-2-(6-methoxypyridin-2-yl)-3-methylquinoline. Mass Spectrum (ESI) m/e=321.1 (M+1).